This data is from the Open Reaction Database (ORD), a public repository of structured organic reaction records. The task is: describe an organic reaction: reactants, conditions, products, and yield Starting materials: C1COCCN1, CN(C)c1ccncc1, COc1cc(O)ccc1-c1ccc2c(c1COc1cc(F)ccc1C)N(C)C(=O)C(C)(C)N2, C1CCOC1. Product: COc1cc(OC(=O)N2CCOCC2)ccc1-c1ccc2c(c1COc1cc(F)ccc1C)N(C)C(=O)C(C)(C)N2. RXN SMILES: [CH2:34]1[CH2:35][O:36][CH2:37][CH2:38][NH:39]1.[CH3:45][N:46]([CH3:47])[c:48]1[cH:49][cH:50][n:51][cH:52][cH:53]1.[F:1][c:2]1[cH:3][cH:4][c:5]([CH3:33])[c:6]([O:7][CH2:8][c:9]2[c:10](-[c:23]3[c:24]([O:30][CH3:31])[cH:25][c:26]([OH:29])[cH:27][cH:28]3)[cH:11][cH:12][c:13]3[c:18]2[N:17]([CH3:19])[C:16](=[O:20])[C:15]([CH3:21])([CH3:22])[NH:14]3)[cH:32]1.[O:40]1[CH2:41][CH2:44][CH2:43][CH2:42]1>>[F:1][c:2]1[cH:3][cH:4][c:5]([CH3:33])[c:6]([O:7][CH2:8][c:9]2[c:10](-[c:23]3[c:24]([O:30][CH3:31])[cH:25][c:26]([O:29][C:41]([N:39]4[CH2:34][CH2:35][O:36][CH2:37][CH2:38]4)=[O:40])[cH:27][cH:28]3)[cH:11][cH:12][c:13]3[c:18]2[N:17]([CH3:19])[C:16](=[O:20])[C:15]([CH3:21])([CH3:22])[NH:14]3)[cH:32]1.